This data is from the Open Reaction Database (ORD), a public repository of structured organic reaction records. The task is: describe an organic reaction: reactants, conditions, products, and yield Starting materials: CCN(CC)CCN=C=S, Cc1cnc2c(c1)CCCC2N. The product is CCN(CC)CCNC(=S)NC1CCCc2cc(C)cnc21. RXN SMILES: [CH2:13]([CH3:14])[N:15]([CH2:16][CH3:17])[CH2:18][CH2:19][N:20]=[C:21]=[S:22].[NH2:1][CH:2]1[CH2:3][CH2:4][CH2:5][c:6]2[cH:7][c:8]([CH3:12])[cH:9][n:10][c:11]21>>[NH:1]([CH:2]1[CH2:3][CH2:4][CH2:5][c:6]2[cH:7][c:8]([CH3:12])[cH:9][n:10][c:11]21)[C:21]([NH:20][CH2:19][CH2:18][N:15]([CH2:13][CH3:14])[CH2:16][CH3:17])=[S:22]. Reactants: C[Si](C)(C)[N-][Si](C)(C)C.[Li+] (lithium bis(trimethylsilyl)amide), FCC1=CC(=NO1)C1=NN=C2N1N=C(C1=CC=CC=C21)OCC2=NC=CC=C2 (3-(5-Fluoromethylisoxazol-3-yl)-6-(2-pyridyl)methyloxy-1,2,4-triazolo[3,4-a]phthalazine), CN1N=CN=C1CO (2-methyl-1,2,4-triazole-3-methanol), base, A-421210. The product is FCC1=CC(=NO1)C1=NN=C2N1N=C(C1=CC=CC=C21)OCC2=NC=NN2C (3-(5-Fluoromethylisoxazol-3-yl)-6-(1-methyl-1,2,4-triazol-5-yl)methyloxy-1,2,4-triazolo[3,4-a]phthalazine). RXN SMILES: [F:1][CH2:2][C:3]1[O:7][N:6]=[C:5]([C:8]2[N:12]3[N:13]=[C:14]([O:21][CH2:22][C:23]4C=CC=[CH:25][N:24]=4)[C:15]4[C:20]([C:11]3=[N:10][N:9]=2)=[CH:19][CH:18]=[CH:17][CH:16]=4)[CH:4]=1.C[N:30]1[C:34](CO)=[N:33]C=N1.C[Si]([N-][Si](C)(C)C)(C)C.[Li+]>>[F:1][CH2:2][C:3]1[O:7][N:6]=[C:5]([C:8]2[N:12]3[N:13]=[C:14]([O:21][CH2:22][C:23]4[N:24]([CH3:25])[N:33]=[CH:34][N:30]=4)[C:15]4[C:20]([C:11]3=[N:10][N:9]=2)=[CH:19][CH:18]=[CH:17][CH:16]=4)[CH:4]=1 |f:2.3|. Procedure details: The title-compound was prepared from the product of Example 66 part c (150 mg, 0.5 mmol) and 2-methyl-1,2,4-triazole-3-methanol (61 mg, 0.53 mmol) (prepared using the conditions of Itoh and Okongi, EP-A-421210) using the procedure given in Example 1 using lithium bis(trimethylsilyl)amide (0.59 ml, 1.0M in tetrahydrofuran) as the base (80 mg, 43%), mp 250-252° C.; 1H NMR (360 MHz, d6-DMSO) δ 4.01 (3H, s, CH3), 5.76 (2H, d, J=47 Hz, CH2), 5.83 (2H, s, CH2), 7.70 (1H, d, J=Hz, Ar—H), 7.96 (1H, m, A...